From a dataset of the Open Reaction Database (ORD), a public repository of structured organic reaction records. describe an organic reaction: reactants, conditions, products, and yield Starting materials: [Cl-].[NH4+] (Ammonium chloride), [N-]=[N+]=[N-].[Na+] (sodium azide), C(C1=CC=CC=C1)OC(=O)N1CCCC=CC1 (2,3,4,7-tetrahydro-azepine-1-carboxylic acid benzyl ester), ClC1=CC(=CC=C1)C(=O)OO (m-chloroperbenzoic acid), C(=O)([O-])[O-].[K+].[K+] (K2CO3). Run in ClCCl (dichloromethane). Conditions: time 16 hour. Product: C(C1=CC=CC=C1)OC(=O)N1CC(C(CCC1)N=[N+]=[N-])O (4-azido-3-hydroxy-azepane-1-carboxylic acid benzyl ester). RXN SMILES: [CH2:1]([O:8][C:9]([N:11]1[CH2:17][CH:16]=[CH:15][CH2:14][CH2:13][CH2:12]1)=[O:10])[C:2]1[CH:7]=[CH:6][CH:5]=[CH:4][CH:3]=1.ClC1C=CC=C(C(OO)=O)C=1.C([O-])([O-])=[O:30].[K+].[K+].[Cl-].[NH4+].[N-:37]=[N+:38]=[N-:39].[Na+]>ClCCl>[CH2:1]([O:8][C:9]([N:11]1[CH2:12][CH2:13][CH2:14][CH:15]([N:37]=[N+:38]=[N-:39])[CH:16]([OH:30])[CH2:17]1)=[O:10])[C:2]1[CH:3]=[CH:4][CH:5]=[CH:6][CH:7]=1 |f:2.3.4,5.6,7.8|. Procedure: To a solution of 2,3,4,7-tetrahydro-azepine-1-carboxylic acid benzyl ester (4.5 g, 19.45 mmol) in dichloromethane (50 mL) was added m-chloroperbenzoic acid (60 mmol). The mixture was stirred at ambient temperature for 16 hours. Saturated aqueous K2CO3 solution was added and the mixture was extracted with dichloromethane. The combined organic layers were washed with saturated aqueous NaHCO3 and brine, dried with MgSO4 and evaporated under vacuum. The crude epoxide was dissolved in an 8:1 methanol... Starting materials: C(C)(=O)OCC (ethyl acetate), CSC (dimethyl sulfide), O=[O+][O-] (Ozone), CC1(OC=C(C(O1)=O)CC(CCl)O)C ((+)-2,2-dimethyl-(3-chloro-2-hydroxypropyl)-1,3-dioxin-4-one), CO (methanol). Run at temperature 80 celsius, time 2 hour. The product is ClCC(CC(=O)OCC)O ((+)-ethyl 4-chloro-3-hydroxybutanoate). The yield is 66.0%. RXN SMILES: O=[O+][O-].CC1(C)OC(=O)C(C[CH:13]([OH:16])[CH2:14][Cl:15])=CO1.CO.CSC.[C:23]([O:26][CH2:27][CH3:28])(=[O:25])[CH3:24]>>[Cl:15][CH2:14][CH:13]([OH:16])[CH2:24][C:23]([O:26][CH2:27][CH3:28])=[O:25]. Procedure: Ozone was introduced into a mixture of 225.5 mg (1 mmol) of (+)-2,2-dimethyl-(3-chloro-2-hydroxypropyl)-1,3-dioxin-4-one (96% ee) obtained in Example 4 and 20 ml of methanol at -78° C. for 5 hours, and 2 ml of dimethyl sulfide were added thereto, followed by stirring at the same temperature for 2 hours. The temperature was gradually returned to room temperature, and the solution was then stirred for 5 hours. Afterward, the solvent was distilled off, and the resultant residue was then dissolved i... The reactants are O.NN (hydrazine hydrate), ClC1=C(C=C(C=C1)[N+](=O)[O-])Cl (1,2-dichloro-4-nitrobenzene). Solvent: C(C)#N (acetonitrile), C(C)#N (acetonitrile). Product: ClC1=C(C=CC(=C1)[N+](=O)[O-])NN (1-(2-chloro-4-nitrophenyl)hydrazine). Reaction SMILES: O.[NH2:2][NH2:3].Cl[C:5]1[CH:10]=[CH:9][C:8]([N+:11]([O-:13])=[O:12])=[CH:7][C:6]=1[Cl:14]>C(#N)C>[Cl:14][C:6]1[CH:7]=[C:8]([N+:11]([O-:13])=[O:12])[CH:9]=[CH:10][C:5]=1[NH:2][NH2:3] |f:0.1|. Procedure: 59 g of hydrazine hydrate was dissolved in 712 ml of acetonitrile at room temperature under an atmosphere of nitrogen. A solution obtained by dissolving 46.3 g of 1,2-dichloro-4-nitrobenzene in 71 g of acetonitrile was added dropwisely to the obtained solution. After the addition had been completed, the obtained mixture was subjected to reflux by heat for 4 hours, and the reaction solution was concentrated. 500 g of water was added to the concentrate, and the produced crystals were filtered off.... Starting materials: Cl.N1=C(C=CC=C1)C(=O)Cl (Picolinoyl chloride hydrochloride), BrC=1C(=C2C(=NC1)NC=C2N)F (5-bromo-4-fluoro-1H-pyrrolo[2,3-b]pyridin-3-amine), [Li+].[OH-] (LiOH). Run in C1CCOC1 (THF), N1=CC=CC=C1 (pyridine). Conditions: time 10 minute. Yields the product BrC=1C(=C2C(=NC1)NC=C2NC(C2=NC=CC=C2)=O)F (N-(5-bromo-4-fluoro-1H-pyrrolo[2,3-b]pyridin-3-yl)picolinamide). Yield: 82.3%. Reaction SMILES: Cl.[N:2]1[CH:7]=[CH:6][CH:5]=[CH:4][C:3]=1[C:8](Cl)=[O:9].[Br:11][C:12]1[C:13]([F:22])=[C:14]2[C:20]([NH2:21])=[CH:19][NH:18][C:15]2=[N:16][CH:17]=1.[Li+].[OH-]>N1C=CC=CC=1.C1COCC1>[Br:11][C:12]1[C:13]([F:22])=[C:14]2[C:20]([NH:21][C:8](=[O:9])[C:3]3[CH:4]=[CH:5][CH:6]=[CH:7][N:2]=3)=[CH:19][NH:18][C:15]2=[N:16][CH:17]=1 |f:0.1,3.4|. Procedure: Picolinoyl chloride hydrochloride (501 mg, 2.82 mmol) was added to a solution of 5-bromo-4-fluoro-1H-pyrrolo[2,3-b]pyridin-3-amine (324 mg, 1.41 mmol, Example 1, Step H) in pyridine (5 mL). The reaction was stirred at room temperature for 10 minutes, and the pyridine was removed in vacuo. The residue obtained was dissolved in THF (5 mL), treated with 2N LiOH (3 mL), and stirred for 20 minutes. THF was then removed in vacuo, and water (20 mL) was added. The solid formed was collected by filtratio... Product: Cl.N1N=NN=C1CC(C(=O)OC)N (3-tetrazolyl-2-amino propionic acid, methyl ester hydrochloride). Procedure: 0.53 g (1.74 mmol, 1 equiv.) of the compound of Example 52 (3-tetrazolyl-2-benzyloxymethanamidopropionic acid, methyl ester) was dissolved in 30 mL of methanol and 1 mL of conc. HCl was added. The reaction was flushed with nitrogen and 80 mg of 10% palladium on carbon was added. The solution was hydrogenated for 2 hours at 40 psi. Filtration of the catalyst followed by concentration in vacuo yielded 354 mg of the title compound. 1H-NMR (CD3OD): 4.7 p.p.m. (m, 1H); 3.8 p.p.m. (s, 3H); 3.6 p.p.m. ... Conditions: time 2 hour. Reaction SMILES: [NH:1]1[C:5]([CH2:6][CH:7]([NH:12]C(OCC2C=CC=CC=2)=O)[C:8]([O:10][CH3:11])=[O:9])=[N:4][N:3]=[N:2]1.[ClH:23]>CO>[ClH:23].[NH:4]1[C:5]([CH2:6][CH:7]([NH2:12])[C:8]([O:10][CH3:11])=[O:9])=[N:1][N:2]=[N:3]1 |f:3.4|. The reactants are N1N=NN=C1CC(C(=O)OC)NC(=O)OCC1=CC=CC=C1 (3-tetrazolyl-2-benzyloxymethanamido propionic acid, methyl ester), Cl (HCl). The solvent is CO (methanol). The solvent is C1CCOC1 (THF), C1CCOC1 (THF), C(C)OCC (diethyl ether), ClCCl (dichloromethane). Reaction conditions: time 30 minute. Reported procedure: 10 g (68.2 mmol) of 3-chloro-2-fluorophenol in 68 ml of dichloromethane and 7.7 ml (98.5 mmol) of pyridine are admixed dropwise at 0° C. with ml 5.1 ml (71.6 mmol) of acetyl chloride. The mixture is stirred for an hour and 100 ml of 1 M hydrochloric acid are added. The mixture is extracted with dichloromethane and the extracts are washed with water. After drying over sodium sulphate and removal of the solvent in vacuo, 13 g of 3-chloro-2-fluorophenyl acetate are obtained, quantitatively. 13 g (6... Reagents/catalysts: [Zn] (zinc), [Ti](Cl)(Cl)(Cl)Cl (titanium(IV) chloride). Reactants: [Pb](Cl)Cl (lead(II) chloride), Cl (hydrochloric acid), ClC1=C(C(=C(C=C1)C(C)=O)OC)F (1-(4-chloro-3-fluoro-2-methoxyphenyl)ethan-1-one), BrCBr (dibromomethane). Reaction SMILES: [Pb](Cl)Cl.Br[CH2:5]Br.[Cl:7][C:8]1[CH:13]=[CH:12][C:11]([C:14](=O)[CH3:15])=[C:10]([O:17][CH3:18])[C:9]=1[F:19].Cl>C1COCC1.ClCCl.C(OCC)C.[Zn].[Ti](Cl)(Cl)(Cl)Cl>[Cl:7][C:8]1[C:9]([F:19])=[C:10]([O:17][CH3:18])[C:11]([C:14](=[CH2:5])[CH3:15])=[CH:12][CH:13]=1. Yield: 29.0%. Product: ClC=1C(=C(C(=CC1)C(C)=C)OC)F (3-chloro-2-fluoro-6-(1-methyleneethyl)anisole).